This data is from the Open Reaction Database (ORD), a public repository of structured organic reaction records. The task is: describe an organic reaction: reactants, conditions, products, and yield Reactants: COc1ccc(Sc2ccccc2)c(N)c1, Cc1ccc2c(Cl)ccnc2n1. Product: COc1ccc(Sc2ccccc2)c(Nc2ccnc3nc(C)ccc23)c1, Cl. RXN SMILES: [CH3:1][O:2][c:3]1[cH:4][cH:5][c:6]([S:10][c:11]2[cH:12][cH:13][cH:14][cH:15][cH:16]2)[c:7]([NH2:9])[cH:8]1.[Cl:17][c:18]1[c:19]2[cH:20][cH:21][c:22]([CH3:28])[n:23][c:24]2[n:25][cH:26][cH:27]1>>[CH3:1][O:2][c:3]1[cH:4][cH:5][c:6]([S:10][c:11]2[cH:12][cH:13][cH:14][cH:15][cH:16]2)[c:7]([NH:9][c:18]2[c:19]3[cH:20][cH:21][c:22]([CH3:28])[n:23][c:24]3[n:25][cH:26][cH:27]2)[cH:8]1.[ClH:17]. The reactants are CC(=O)Nc1cccc(N)c1, CN1CCCC1=O, Cn1ccc2c(Nc3nc(On4nnc5ccccc54)ncc3C(N)=O)cccc21. Yields the product CC(=O)Nc1cccc(Nc2ncc(C(N)=O)c(Nc3cccc4c3ccn4C)n2)c1. As a reaction SMILES: [C:31]([CH3:32])(=[O:33])[NH:34][c:35]1[cH:36][c:37]([NH2:38])[cH:39][cH:40][cH:41]1.[CH3:42][N:43]1[CH2:44][CH2:45][CH2:46][C:47]1=[O:48].[n:1]1([O:2][c:11]2[n:12][cH:13][c:14]([C:28](=[O:29])[NH2:30])[c:15]([NH:17][c:18]3[c:19]4[cH:20][cH:21][n:22]([CH3:27])[c:23]4[cH:24][cH:25][cH:26]3)[n:16]2)[c:3]2[cH:4][cH:5][cH:6][cH:7][c:8]2[n:9][n:10]1>>[c:11]1([NH:38][c:37]2[cH:36][c:35]([NH:34][C:31]([CH3:32])=[O:33])[cH:41][cH:40][cH:39]2)[n:12][cH:13][c:14]([C:28](=[O:29])[NH2:30])[c:15]([NH:17][c:18]2[c:19]3[cH:20][cH:21][n:22]([CH3:27])[c:23]3[cH:24][cH:25][cH:26]2)[n:16]1. The reactants are O=C1CCC(=O)N1Br, ClC(Cl)(Cl)Cl, CCOC(=O)c1csc(C)n1, CC(C)(C#N)N=NC(C)(C)C#N. The product is CCOC(=O)c1csc(CBr)n1. As a reaction SMILES: [Br:12][N:13]1[C:14](=[O:15])[CH2:16][CH2:17][C:18]1=[O:19].[C:32]([Cl:33])([Cl:34])([Cl:35])[Cl:36].[CH3:1][c:2]1[s:3][cH:4][c:5]([C:7](=[O:8])[O:9][CH2:10][CH3:11])[n:6]1.[N:20]([C:21]([CH3:22])([CH3:23])[C:24]#[N:25])=[N:26][C:27]([CH3:28])([CH3:29])[C:30]#[N:31]>>[CH2:1]([c:2]1[s:3][cH:4][c:5]([C:7](=[O:8])[O:9][CH2:10][CH3:11])[n:6]1)[Br:12]. The reactants are CCO, COC(=O)c1ccc(NC(c2sc3cccnc3c2C)C2CCCCC2)cc1, [Na+], C1CCOC1, [OH-]. The product is Cc1c(C(Nc2ccc(C(=O)O)cc2)C2CCCCC2)sc2cccnc12. Reaction SMILES: [CH3:36][CH2:37][OH:38].[CH:1]1([CH:7]([c:8]2[c:9]([CH3:17])[c:10]3[n:11][cH:12][cH:13][cH:14][c:15]3[s:16]2)[NH:18][c:19]2[cH:20][cH:21][c:22]([C:23](=[O:24])[O:25][CH3:26])[cH:27][cH:28]2)[CH2:2][CH2:3][CH2:4][CH2:5][CH2:6]1.[Na+:35].[O:29]1[CH2:30][CH2:31][CH2:32][CH2:33]1.[OH-:34]>>[CH:1]1([CH:7]([c:8]2[c:9]([CH3:17])[c:10]3[n:11][cH:12][cH:13][cH:14][c:15]3[s:16]2)[NH:18][c:19]2[cH:20][cH:21][c:22]([C:23](=[O:24])[OH:25])[cH:27][cH:28]2)[CH2:2][CH2:3][CH2:4][CH2:5][CH2:6]1. Yields the product CC(C)c1cc(C#N)cc2nc(-c3ccc(C(=O)NCC4CCN(C(=O)OCc5ccccc5)CC4)cc3)oc12. Reaction SMILES: [C:1](#[N:2])[c:3]1[cH:4][c:5]([CH:21]([CH3:22])[CH3:23])[c:6]2[c:7]([n:8][c:9](-[c:11]3[cH:12][cH:13][c:14]([C:15](=[O:16])[OH:17])[cH:18][cH:19]3)[o:10]2)[cH:20]1.[CH3:60][N:61]([CH3:62])[CH:63]=[O:64].[CH:48]([N:49]([CH:50]([CH3:51])[CH3:52])[CH2:53][CH3:54])([CH3:55])[CH3:56].[Cl:24][C:25]([C:26]([Cl:27])=[O:28])=[O:29].[Cl:57][CH2:58][Cl:59].[NH2:30][CH2:31][CH:32]1[CH2:33][CH2:34][N:35]([C:38](=[O:39])[O:40][CH2:41][c:42]2[cH:43][cH:44][cH:45][cH:46][cH:47]2)[CH2:36][CH2:37]1>>[C:1](#[N:2])[c:3]1[cH:4][c:5]([CH:21]([CH3:22])[CH3:23])[c:6]2[c:7]([n:8][c:9](-[c:11]3[cH:12][cH:13][c:14]([C:15](=[O:16])[NH:30][CH2:31][CH:32]4[CH2:33][CH2:34][N:35]([C:38](=[O:39])[O:40][CH2:41][c:42]5[cH:43][cH:44][cH:45][cH:46][cH:47]5)[CH2:36][CH2:37]4)[cH:18][cH:19]3)[o:10]2)[cH:20]1. The reactants are CC(C)c1cc(C#N)cc2nc(-c3ccc(C(=O)O)cc3)oc12, CN(C)C=O, CCN(C(C)C)C(C)C, O=C(Cl)C(=O)Cl, ClCCl, NCC1CCN(C(=O)OCc2ccccc2)CC1. Starting materials: CC(C)(C)OC(=O)NC1(c2ccc(I)cn2)CC1, OB(O)c1ccc(OCc2ccccc2)nc1, CCO, COCCOC, [K+], [K+], [K+], O, O=P([O-])([O-])[O-]. Yields the product CC(C)(C)OC(=O)NC1(c2ccc(-c3ccc(OCc4ccccc4)nc3)cn2)CC1. Reaction SMILES: [C:1]([CH3:2])([CH3:3])([CH3:4])[O:5][C:6]([NH:7][C:8]1([c:11]2[n:12][cH:13][c:14]([I:17])[cH:15][cH:16]2)[CH2:9][CH2:10]1)=[O:18].[CH2:19]([c:20]1[cH:21][cH:22][cH:23][cH:24][cH:25]1)[O:26][c:27]1[n:28][cH:29][c:30]([B:33]([OH:34])[OH:35])[cH:31][cH:32]1.[CH3:44][CH2:45][OH:46].[CH3:47][O:48][CH2:49][CH2:50][O:51][CH3:52].[K+:41].[K+:42].[K+:43].[OH2:53].[P:36]([O-:37])([O-:38])([O-:39])=[O:40]>>[C:1]([CH3:2])([CH3:3])([CH3:4])[O:5][C:6]([NH:7][C:8]1([c:11]2[n:12][cH:13][c:14](-[c:30]3[cH:29][n:28][c:27]([O:26][CH2:19][c:20]4[cH:21][cH:22][cH:23][cH:24][cH:25]4)[cH:32][cH:31]3)[cH:15][cH:16]2)[CH2:9][CH2:10]1)=[O:18]. Reactants: CC(C)S(=O)(=O)c1ccc(Cl)cc1, [K+], O=[N+]([O-])[O-], O, O=S(=O)(O)O. The product is CC(C)S(=O)(=O)c1ccc(Cl)c([N+](=O)[O-])c1. RXN SMILES: [Cl:1][c:2]1[cH:3][cH:4][c:5]([S:8](=[O:9])(=[O:10])[CH:11]([CH3:12])[CH3:13])[cH:6][cH:7]1.[K+:14].[O-:15][N+:16]([O-:17])=[O:18].[OH2:19].[S:20](=[O:21])(=[O:22])([OH:23])[OH:24]>>[Cl:1][c:2]1[c:3]([N+:16](=[O:15])[O-:17])[cH:4][c:5]([S:8](=[O:9])(=[O:10])[CH:11]([CH3:12])[CH3:13])[cH:6][cH:7]1.